This data is from the Open Reaction Database (ORD), a public repository of structured organic reaction records. The task is: describe an organic reaction: reactants, conditions, products, and yield Starting materials: CC(CO)(C(C(C)C)O)C (2,2,4-trimethylpentan-1,3-diol), C(C)Br (ethyl bromide). Yields the product C(C)OCC(C(C(C)C)O)(C)C (1-ethoxy-2,2,4-trimethylpentan-3-ol). Isolated yield 90.0%. Reaction SMILES: [CH3:1][C:2]([CH3:10])([CH:5]([OH:9])[CH:6]([CH3:8])[CH3:7])[CH2:3][OH:4].[CH2:11](Br)[CH3:12]>>[CH2:11]([O:4][CH2:3][C:2]([CH3:10])([CH3:1])[CH:5]([OH:9])[CH:6]([CH3:8])[CH3:7])[CH3:12]. Procedure details: Treatment of 2,2,4-trimethylpentan-1,3-diol with ethyl bromide employing the alkylation reaction conditions described above provided 1-ethoxy-2,2,4-trimethylpentan-3-ol in 90.0% yield (313.2 g, b.p.=79–80 C./3.2 mmHg). Starting materials: C(Cl)(Cl)(Cl)Cl (carbon tetrachloride), ClC=1C=CC(=C(C(=O)O)C1)[N+](=O)[O-] (5-chloro-2-nitrobenzoic acid), P(Cl)(Cl)(Cl)(Cl)Cl (phosphorus pentachloride), crude product. Solvent: C1CCCCC1 (cyclohexane). Yields the product ClC=1C=CC(=C(C(=O)Cl)C1)[N+](=O)[O-] (5-chloro-2-nitrobenzoyl chloride). Reaction SMILES: [Cl:1][C:2]1[CH:3]=[CH:4][C:5]([N+:11]([O-:13])=[O:12])=[C:6]([CH:10]=1)[C:7](O)=[O:8].P(Cl)(Cl)(Cl)(Cl)[Cl:15].C(Cl)(Cl)(Cl)Cl>C1CCCCC1>[Cl:1][C:2]1[CH:3]=[CH:4][C:5]([N+:11]([O-:13])=[O:12])=[C:6]([CH:10]=1)[C:7]([Cl:15])=[O:8]. Procedure: Reaction of 100 g of 5-chloro-2-nitrobenzoic acid and 103.3 g of phosphorus pentachloride in 400 ml of cyclohexane at reflux for 80 minutes followed by treatment of the crude product 3 times with carbon tetrachloride gave 5-chloro-2-nitrobenzoyl chloride. A solution of the acid chloride in 50 ml of tetrahydrofuran was added to a warm solution of 91.3 g of 5-aminotetrazole monohydrate in 500 ml of tetrahydrofuran and 20 ml of water. A precipitate formed, and the mixture was allowed to stand for 4... The reactants are B, C=CCC1(c2ccccc2)CCN(C2CC2c2ccccc2)C(=O)O1, C1CCOC1, C1CCOC1, Cl, [Na+], [OH-], O, OO. Yields the product O=C1OC(CCCO)(c2ccccc2)CCN1C1CC1c1ccccc1. As a reaction SMILES: [BH3:26].[CH2:1]([CH:2]=[CH2:3])[C:4]1([c:20]2[cH:21][cH:22][cH:23][cH:24][cH:25]2)[CH2:5][CH2:6][N:7]([CH:11]2[CH:12]([c:14]3[cH:15][cH:16][cH:17][cH:18][cH:19]3)[CH2:13]2)[C:8](=[O:10])[O:9]1.[CH2:27]1[CH2:30][CH2:29][CH2:28][O:31]1.[CH2:37]1[O:38][CH2:39][CH2:40][CH2:41]1.[ClH:36].[Na+:33].[OH-:32].[OH2:42].[OH:34][OH:35]>>[CH2:1]([CH2:2][CH2:3][OH:31])[C:4]1([c:20]2[cH:21][cH:22][cH:23][cH:24][cH:25]2)[CH2:5][CH2:6][N:7]([CH:11]2[CH:12]([c:14]3[cH:15][cH:16][cH:17][cH:18][cH:19]3)[CH2:13]2)[C:8](=[O:10])[O:9]1. Reported procedure: A mixture of 4-chlorophenylboronic acid (3.03 g, 19.4 mmol), methyl 3-amino-2,6-dibromoisonicotinate (5.0 g, 16 1 mmol), tetrakistriphenylphosphine palladium (0) (1.12 g, 0.968 mmol), sodium carbonate (4.10 g, 38 7 mmol) was flushed with nitrogen, toluene (40 mL), and MeOH (13 mL) were added and the reaction was heated in a 93° C. for 30 hr. This was partitioned between EtOAc and water and the organic phase was washed with brine, dried with sodium sulfate, and the solvent removed. Silica gel chr... Reaction conditions: temperature 93 celsius. Yield: 300.0%. Reaction SMILES: [Cl:1][C:2]1[CH:7]=[CH:6][C:5](B(O)O)=[CH:4][CH:3]=1.[NH2:11][C:12]1[C:21](Br)=[N:20][C:19]([Br:23])=[CH:18][C:13]=1[C:14]([O:16][CH3:17])=[O:15].C(=O)([O-])[O-].[Na+].[Na+]>>[NH2:11][C:12]1[C:21]([C:5]2[CH:6]=[CH:7][C:2]([Cl:1])=[CH:3][CH:4]=2)=[N:20][C:19]([Br:23])=[CH:18][C:13]=1[C:14]([O:16][CH3:17])=[O:15] |f:2.3.4|. The product is NC1=C(C(=O)OC)C=C(N=C1C1=CC=C(C=C1)Cl)Br (methyl 3-amino-6-bromo-2-(4-chlorophenyl)isonicotinate). Starting materials: ClC1=CC=C(C=C1)B(O)O (4-chlorophenylboronic acid), NC1=C(C(=O)OC)C=C(N=C1Br)Br (methyl 3-amino-2,6-dibromoisonicotinate), tetrakistriphenylphosphine palladium (0), C([O-])([O-])=O.[Na+].[Na+] (sodium carbonate). Starting materials: ClC1=C(C(=CC(=C1)C(F)(F)F)Cl)NN (2,6-dichloro-4-trifluoromethylphenylhydrazine), O=C(C=NO)C=NO (2-oxopropanedial 1,3-dioxime). Solvent: C(C)O (ethanol). Yields the product ClC1=C(C(=CC(=C1)C(F)(F)F)Cl)NN=C(C=NO)C=NO (2-oxopropanedial 2-(2,6-dichloro-4-trifluoromethylphenylhydrazone) 1,3-dioxime). Reaction SMILES: [Cl:1][C:2]1[CH:7]=[C:6]([C:8]([F:11])([F:10])[F:9])[CH:5]=[C:4]([Cl:12])[C:3]=1[NH:13][NH2:14].O=[C:16]([CH:20]=[N:21][OH:22])[CH:17]=[N:18][OH:19]>C(O)C>[Cl:1][C:2]1[CH:7]=[C:6]([C:8]([F:9])([F:11])[F:10])[CH:5]=[C:4]([Cl:12])[C:3]=1[NH:13][N:14]=[C:16]([CH:20]=[N:21][OH:22])[CH:17]=[N:18][OH:19]. Reported procedure: A mixture of 2,6-dichloro-4-trifluoromethylphenylhydrazine (34 g), 2-oxopropanedial 1,3-dioxime (17 g) and ethanol (300 ml) was heated under reflux for 31/2 hours. The solvent was evaporated under reduced pressure and the residue triturated with light petroleum (bp 40°-60°) and filtered to give 2-oxopropanedial 2-(2,6-dichloro-4-trifluoromethylphenylhydrazone) 1,3-dioxime. This product (36 g) was stirred in acetic anhydride (350 ml) and acetic acid (220 ml) at room temperature for 45 mins. The m... Starting materials: Cn1nc(CBr)c2c(Cl)ncnc21, O=C([O-])[O-], Cc1ccc(NC(=O)c2cccc(Cl)c2)cc1O, [K+], [K+]. The product is Cc1ccc(NC(=O)c2cccc(Cl)c2)cc1OCc1nn(C)c2ncnc(Cl)c12. As a reaction SMILES: [Br:25][CH2:26][c:27]1[n:28][n:29]([CH3:37])[c:30]2[n:31][cH:32][n:33][c:34]([Cl:36])[c:35]12.[C:19](=[O:20])([O-:21])[O-:22].[Cl:1][c:2]1[cH:3][c:4]([C:5](=[O:6])[NH:7][c:8]2[cH:9][c:10]([OH:15])[c:11]([CH3:14])[cH:12][cH:13]2)[cH:16][cH:17][cH:18]1.[K+:23].[K+:24]>>[Cl:1][c:2]1[cH:3][c:4]([C:5](=[O:6])[NH:7][c:8]2[cH:9][c:10]([O:15][CH2:26][c:27]3[n:28][n:29]([CH3:37])[c:30]4[n:31][cH:32][n:33][c:34]([Cl:36])[c:35]34)[c:11]([CH3:14])[cH:12][cH:13]2)[cH:16][cH:17][cH:18]1.